From a dataset of the Open Reaction Database (ORD), a public repository of structured organic reaction records. describe an organic reaction: reactants, conditions, products, and yield The reactants are [O-]S(=O)(=O)[O-].[Na+].[Na+] (Na2SO4), [H-].[Al+3].[Li+].[H-].[H-].[H-] (lithium aluminum hydride), C(C)(C)(C)OC[C@@H](CC(=O)O)C ((R)-(+)-4-tert. butoxy-3-methylbutyric acid). Run in CCOCC (ether), CCOCC (ether). Reaction conditions: time 2 hour. The product is 2.68, C(C)(C)(C)OC[C@@H](CCO)C ((R)-(+)-4-tert. butoxy-3-methyl-1-butanol). Yield: 85.0%. Reaction SMILES: [H-].[Al+3].[Li+].[H-].[H-].[H-].[C:7]([O:11][CH2:12][C@H:13]([CH3:18])[CH2:14][C:15](O)=[O:16])([CH3:10])([CH3:9])[CH3:8].[O-]S([O-])(=O)=O.[Na+].[Na+]>CCOCC>[C:7]([O:11][CH2:12][C@H:13]([CH3:18])[CH2:14][CH2:15][OH:16])([CH3:9])([CH3:10])[CH3:8] |f:0.1.2.3.4.5,7.8.9|. Procedure details: A slurry of 1.51 g. (0.0398 mole) of lithium aluminum hydride in 50 ml. of ether was stirred and cooled while a solution of 3.45 g. (0.0198 mole) of (R)-(+)-4-tert. butoxy-3-methylbutyric acid in 50 ml. of ether was added dropwise. After the addition was complete , the reaction mixture was stirred room temperature for 2 hours then cooled to 0° C. and cautiously decomposed 5.4 ml. saturated aqueous Na2SO4 solution. After stirring at room temperature for 18 hours, the mixture was filtered and the ... Reactants: CO, O=C(O)C=Cc1ccc(F)cc1, O=S(=O)(O)O. Product: OCC=Cc1ccc(F)cc1. RXN SMILES: [CH3:18][OH:19].[F:1][c:2]1[cH:3][cH:4][c:5]([CH:8]=[CH:9][C:10](=[O:11])[OH:12])[cH:6][cH:7]1.[S:13](=[O:14])(=[O:15])([OH:16])[OH:17]>>[F:1][c:2]1[cH:3][cH:4][c:5]([CH:8]=[CH:9][CH2:10][OH:11])[cH:6][cH:7]1. Reactants: O=C(c1ncc[nH]1)c1ncc[nH]1, CN(C)C=O, OCC1CCCN1, O=C(O)c1ccccc1Cl. Product: O=C(c1ccccc1Cl)N1CCCC1CO. RXN SMILES: [C:11]([c:12]1[nH:13][cH:14][cH:15][n:16]1)([c:17]1[nH:18][cH:19][cH:20][n:21]1)=[O:22].[CH3:30][N:31]([CH3:32])[CH:33]=[O:34].[NH:23]1[CH:24]([CH2:28][OH:29])[CH2:25][CH2:26][CH2:27]1.[OH:1][C:2](=[O:3])[c:4]1[cH:5][cH:6][cH:7][cH:8][c:9]1[Cl:10]>>[C:2](=[O:3])([c:4]1[cH:5][cH:6][cH:7][cH:8][c:9]1[Cl:10])[N:23]1[CH:24]([CH2:28][OH:29])[CH2:25][CH2:26][CH2:27]1.